Dataset: the Open Reaction Database (ORD), a public repository of structured organic reaction records. Task: describe an organic reaction: reactants, conditions, products, and yield Starting materials: C(C(C)C)C1=CC=C(C=C1)C(CC1=CC=C(C(=O)O)C=C1)C1=CC=C(C=C1)CC(C)C (4-[2,2-bis(4-isobutylphenyl)ethyl]benzoic acid), C(C(=O)Cl)(=O)Cl (oxalyl chloride), CN(C=O)C (N,N-dimethylformamide). Solvent: ClCCl (dichloromethane). Reaction conditions: temperature 20 celsius, time 1 hour. Product: C(C(C)C)C1=CC=C(C=C1)C(CC1=CC=C(C(=O)Cl)C=C1)C1=CC=C(C=C1)CC(C)C (4-[2,2-bis(4-isobutylphenyl)ethyl]benzoyl chloride). Reaction SMILES: [CH2:1]([C:5]1[CH:10]=[CH:9][C:8]([CH:11]([C:22]2[CH:27]=[CH:26][C:25]([CH2:28][CH:29]([CH3:31])[CH3:30])=[CH:24][CH:23]=2)[CH2:12][C:13]2[CH:21]=[CH:20][C:16]([C:17](O)=[O:18])=[CH:15][CH:14]=2)=[CH:7][CH:6]=1)[CH:2]([CH3:4])[CH3:3].C(Cl)(=O)C([Cl:35])=O.CN(C)C=O>ClCCl>[CH2:1]([C:5]1[CH:10]=[CH:9][C:8]([CH:11]([C:22]2[CH:27]=[CH:26][C:25]([CH2:28][CH:29]([CH3:31])[CH3:30])=[CH:24][CH:23]=2)[CH2:12][C:13]2[CH:21]=[CH:20][C:16]([C:17]([Cl:35])=[O:18])=[CH:15][CH:14]=2)=[CH:7][CH:6]=1)[CH:2]([CH3:4])[CH3:3]. Procedure details: To a solution of 4-[2,2-bis(4-isobutylphenyl)ethyl]benzoic acid (400 mg) in dichloromethane (10 ml) were added oxalyl chloride (0.1 ml) and a drop of N,N-dimethylformamide at 0° C. After stirred at 20° C. for 1 hour, the,mixture was evaporated to give 4-[2,2-bis(4-isobutylphenyl)ethyl]benzoyl chloride (450 mg) as pale yellow oil. The solvent is CO (methanol). Reactants: C1OC2=C(O1)C=C(C=C2)C=O (Piperonaldehyde), N(C1=CC=CC=C1)CCC#N (β-anilinopropionitrile), CS(=O)C (dimethylsulfoxide), C[O-].[Na+] (sodium methylate), ice water. Reaction conditions: temperature 5 celsius. RXN SMILES: [CH2:1]1[O:5][C:4]2[CH:6]=[C:7]([CH:10]=O)[CH:8]=[CH:9][C:3]=2[O:2]1.[NH:12]([CH2:19][CH2:20][C:21]#[N:22])[C:13]1[CH:18]=[CH:17][CH:16]=[CH:15][CH:14]=1.CS(C)=O.C[O-].[Na+]>CO>[NH:12]([CH:19]=[C:20]([CH2:10][C:7]1[CH:8]=[CH:9][C:3]2[O:2][CH2:1][O:5][C:4]=2[CH:6]=1)[C:21]#[N:22])[C:13]1[CH:18]=[CH:17][CH:16]=[CH:15][CH:14]=1 |f:3.4|. Procedure details: Piperonaldehyde (45 g.), β-anilinopropionitrile (52 g.) and dimethylsulfoxide (96 ml.) were heated together to 120° C and a solution of sodium methylate (2.5 g.) in methanol (12 ml.) was added over a 5 min. period. The temperature was maintained at 115°-120° C for 1 hr. and the mixture was then poured into ice-water. The resulting gum was collected by decantation and was likewise washed with water (2 × 100 ml.). Methanol (100 ml.) was then added and the mixture was heated until solution was comp... Yields the product N(C1=CC=CC=C1)C=C(C#N)CC1=CC=2OCOC2C=C1 (β-anilino-α-piperonylacrylonitrile). Reactants: O=C([O-])[O-], CI, CC(C)=O, [K+], [K+], C=CCc1cc(Cl)cc([N+](=O)[O-])c1O. The product is C=CCc1cc(Cl)cc([N+](=O)[O-])c1OC. RXN SMILES: [C:17](=[O:18])([O-:19])[O-:20].[CH3:15][I:16].[CH3:23][C:24](=[O:25])[CH3:26].[K+:21].[K+:22].[N+:1](=[O:2])([O-:3])[c:4]1[c:5]([OH:14])[c:6]([CH2:11][CH:12]=[CH2:13])[cH:7][c:8]([Cl:10])[cH:9]1>>[N+:1](=[O:2])([O-:3])[c:4]1[c:5]([O:14][CH3:17])[c:6]([CH2:11][CH:12]=[CH2:13])[cH:7][c:8]([Cl:10])[cH:9]1. Starting materials: CN(C)CCCO, CS(C)=O, CC(Nc1c(-c2c(F)cc(F)cc2F)c(Cl)nc2ncnn12)C(F)(F)F, [H-], [Na+], O. Yields the product CC(Nc1c(-c2c(F)cc(OCCCN(C)C)cc2F)c(Cl)nc2ncnn12)C(F)(F)F. RXN SMILES: [CH3:27][N:28]([CH2:29][CH2:30][CH2:31][OH:32])[CH3:33].[CH3:37][S:38]([CH3:39])=[O:40].[Cl:1][c:2]1[n:3][c:4]2[n:5]([c:6]([NH:17][CH:18]([C:19]([F:20])([F:21])[F:22])[CH3:23])[c:7]1-[c:8]1[c:9]([F:16])[cH:10][c:11]([F:15])[cH:12][c:13]1[F:14])[n:24][cH:25][n:26]2.[H-:34].[Na+:35].[OH2:36]>>[Cl:1][c:2]1[n:3][c:4]2[n:5]([c:6]([NH:17][CH:18]([C:19]([F:20])([F:21])[F:22])[CH3:23])[c:7]1-[c:8]1[c:9]([F:16])[cH:10][c:11]([O:32][CH2:31][CH2:30][CH2:29][N:28]([CH3:27])[CH3:33])[cH:12][c:13]1[F:14])[n:24][cH:25][n:26]2. Reactants: Cl.FC1=CC=C(C(=N)N)C=C1 (4-fluorobenzamidine hydrochloride), 2-dimethylaminomethylene-1,3-bis(dimethylimmonio)propane bis(tetrafluoroborate), CC(C)(C)[O-].[K+] (potassium tert-butylate), C(C)O (ethanol). Yields the product FC1=CC=C(C=C1)C1=NC=C(C=N1)C=O (2-(4-Fluoro-phenyl)-pyrimidine-5-carbaldehyde). As a reaction SMILES: Cl.[F:2][C:3]1[CH:11]=[CH:10][C:6]([C:7]([NH2:9])=[NH:8])=[CH:5][CH:4]=1.[CH3:12][C:13]([O-])([CH3:15])[CH3:14].[K+].C([OH:20])C>>[F:2][C:3]1[CH:11]=[CH:10][C:6]([C:7]2[N:9]=[CH:14][C:13]([CH:15]=[O:20])=[CH:12][N:8]=2)=[CH:5][CH:4]=1 |f:0.1,2.3|. Reported procedure: 2 g (11.45 mmol) of 4-fluorobenzamidine hydrochloride, 4.09 g (11.45 mmol) of 2-dimethylaminomethylene-1,3-bis(dimethylimmonio)propane-bis(tetrafluoroborate) and 3.86 g (34.36 mmol) of potassium tert-butylate in 70 ml of ethanol were heated under reflux for 8 h. After concentration, water and ethyl acetate were added. The organic phase was washed with a potassium hydrogensulfate solution and water, dried and evaporated. Yield: 1.87 g.